The task is: describe an organic reaction: reactants, conditions, products, and yield. This data is from the Open Reaction Database (ORD), a public repository of structured organic reaction records. The reactants are ClC1=C(C=CC=C1)Cl (o-dichlorobenzene), [N+](=O)([O-])C1=CC=C(C=2C(C3=C(C=CC(=C3C(C12)=O)[N+](=O)[O-])O)=O)O (1,8-dinitro-4,5-dihydroxyanthraquinone), C1(O)=C(O)C(O)=CC=C1 (pyrogallol), C1(O)=C(O)C(O)=CC=C1 (pyrogallol). The solvent is CO (methanol). Reaction conditions: temperature 150 celsius. Yields the product NC1=CC=C(C=2C(C3=C(C=CC(=C3C(C12)=O)[N+](=O)[O-])O)=O)O (1-amino-8-nitro-4,5-dihydroxyanthraquinone). Reaction SMILES: ClC1C=CC=CC=1Cl.[N+:9]([C:12]1[C:25]2[C:24](=[O:26])[C:23]3[C:18](=[C:19]([OH:30])[CH:20]=[CH:21][C:22]=3[N+:27]([O-])=O)[C:17](=[O:31])[C:16]=2[C:15]([OH:32])=[CH:14][CH:13]=1)([O-:11])=[O:10].C1(C=CC=C(O)C=1O)O>CO>[NH2:27][C:22]1[C:23]2[C:24](=[O:26])[C:25]3[C:16](=[C:15]([OH:32])[CH:14]=[CH:13][C:12]=3[N+:9]([O-:11])=[O:10])[C:17](=[O:31])[C:18]=2[C:19]([OH:30])=[CH:20][CH:21]=1. Reported procedure: 50 parts of o-dichlorobenzene, 8.25 parts of 1,8-dinitro-4,5-dihydroxyanthraquinone and 3.5 parts of pyrogallol are heated for 3 hours at 150° C while stirring. Then 3.5 parts of pyrogallol is introduced and the reaction mixture is heated for another 7 hours at 150° C. After the reaction mixture has been cooled to 60° C it is diluted with 120 parts of methanol and cooled to ambient temperature. The precipitated reduction product is suction filtered, washed with methanol and hot water and dried. ... Starting materials: N#CCc1ccc2nc(Br)sc2c1, C1COCCO1, CCOC(C)=O, CCCCCC, CCC(C)N. The product is CCC(C)Nc1nc2ccc(CC#N)cc2s1. Reaction SMILES: [Br:1][c:2]1[s:3][c:4]2[c:5]([n:6]1)[cH:7][cH:8][c:9]([CH2:11][C:12]#[N:13])[cH:10]2.[CH2:31]1[O:32][CH2:33][CH2:34][O:35][CH2:36]1.[CH3:19][CH2:20][O:21][C:22]([CH3:23])=[O:24].[CH3:25][CH2:26][CH2:27][CH2:28][CH2:29][CH3:30].[CH:14]([CH3:15])([CH2:16][CH3:17])[NH2:18]>>[c:2]1([NH:18][CH:14]([CH3:15])[CH2:16][CH3:17])[s:3][c:4]2[c:5]([n:6]1)[cH:7][cH:8][c:9]([CH2:11][C:12]#[N:13])[cH:10]2.